From a dataset of the Open Reaction Database (ORD), a public repository of structured organic reaction records. describe an organic reaction: reactants, conditions, products, and yield Reactants: [B-]([O+]1CCCC1)(F)(F)F (boron trifluoride tetrahydrofuran complex), C(#N)C([C@H]1CN(CC1)C(CC=1C=CC2=C(CCO2)C1)=O)(C1=CC=CC=C1)C1=CC=CC=C1 ((S)-3-(cyanodiphenylmethyl)-1-[2-(2,3-dihydrobenzofuran-5-yl)acetyl]pyrrolidine), C1(=CC=CC=C1)C (toluene), [BH4-].[Na+] (sodium borohydride), N1CCNCC1 (piperazine). Solvent: O1CCCC1 (tetrahydrofuran). Reaction conditions: time 4 hour. The product is O1CCC2=C1C=CC(=C2)CCN2C[C@@H](CC2)C(C#N)(C2=CC=CC=C2)C2=CC=CC=C2 ((S)-2-{1-[2-(2,3-dihydrobenzofuran-5-yl)ethyl]-3-pyrrolidinyl}-2,2-diphenylacetonitrile). As a reaction SMILES: [C:1]([C:3]([C:27]1[CH:32]=[CH:31][CH:30]=[CH:29][CH:28]=1)([C:21]1[CH:26]=[CH:25][CH:24]=[CH:23][CH:22]=1)[C@@H:4]1[CH2:8][CH2:7][N:6]([C:9](=O)[CH2:10][C:11]2[CH:12]=[CH:13][C:14]3[O:18][CH2:17][CH2:16][C:15]=3[CH:19]=2)[CH2:5]1)#[N:2].C1(C)C=CC=CC=1.[BH4-].[Na+].[B-](F)(F)(F)[O+]1CCCC1.N1CCNCC1>O1CCCC1>[O:18]1[C:14]2[CH:13]=[CH:12][C:11]([CH2:10][CH2:9][N:6]3[CH2:7][CH2:8][C@@H:4]([C:3]([C:27]4[CH:32]=[CH:31][CH:30]=[CH:29][CH:28]=4)([C:21]4[CH:26]=[CH:25][CH:24]=[CH:23][CH:22]=4)[C:1]#[N:2])[CH2:5]3)=[CH:19][C:15]=2[CH2:16][CH2:17]1 |f:2.3|. Procedure: To a cooled (0° C.) mixture of (S)-3-(cyanodiphenylmethyl)-1-[2-(2,3-dihydrobenzofuran-5-yl)acetyl]pyrrolidine (IV) as a toluene solution (7.43 Kg active, 17.59 moles) and sodium borohydride (0.87 Kg, 23 moles) in tetrahydrofuran (29.7 L) is added boron trifluoride tetrahydrofuran complex (4.31 Kg, 30.81 moles) at such a rate as to maintain the temperature of the reaction below 10° C. The reaction is warmed to ambient temperature and stirred for a further 4 hours. Aqueous piperazine solution is ...